Dataset: the Open Reaction Database (ORD), a public repository of structured organic reaction records. Task: describe an organic reaction: reactants, conditions, products, and yield Reactants: NC=1C=C(C(=O)NC2=CC=CC=C2)C=CC1OC (3-amino-4-methoxy-N-phenyl-benzamide), FC(C=1C=C(C=CC1)N=C=S)(F)F (3-trifluoromethylphenyl isothiocyanate). The solvent is hexanes ethyl acetate. The product is COC1=C(C=C(C(=O)NC2=CC=CC=C2)C=C1)NC(=S)NC1=CC(=CC=C1)C(F)(F)F (4-Methoxy-N-phenyl-3-[3-(3-trifluoromethyl-phenyl)-thioureido]-benzamide). Yield: 62.9%. Reaction SMILES: [NH2:1][C:2]1[CH:3]=[C:4]([CH:14]=[CH:15][C:16]=1[O:17][CH3:18])[C:5]([NH:7][C:8]1[CH:13]=[CH:12][CH:11]=[CH:10][CH:9]=1)=[O:6].[F:19][C:20]([F:31])([F:30])[C:21]1[CH:22]=[C:23]([N:27]=[C:28]=[S:29])[CH:24]=[CH:25][CH:26]=1>>[CH3:18][O:17][C:16]1[CH:15]=[CH:14][C:4]([C:5]([NH:7][C:8]2[CH:13]=[CH:12][CH:11]=[CH:10][CH:9]=2)=[O:6])=[CH:3][C:2]=1[NH:1][C:28]([NH:27][C:23]1[CH:24]=[CH:25][CH:26]=[C:21]([C:20]([F:19])([F:30])[F:31])[CH:22]=1)=[S:29]. Reported procedure: Prepared according to the procedure described for Example 60 using 3-amino-4-methoxy-N-phenyl-benzamide (0.972 g, 4.00 mmol) and 3-trifluoromethylphenyl isothiocyanate (0.82 g, 4.04 mmol). Trituration in hexanes/ethyl acetate gave the product (1.12 g) in two crops; m.p. 177-178° C. Reactants: CCC(O)(CCO)c1ccnc(OC)c1COCOC, ClCCl, [Na+], [Na+], [Na+], O=S([O-])([O-])=S, O=C([O-])O. Product: CCC(O)(CC=O)c1ccnc(OC)c1COCOC. Reaction SMILES: [CH3:1][O:2][c:3]1[n:4][cH:5][cH:6][c:7]([C:14]([CH2:15][CH2:16][OH:17])([CH2:18][CH3:19])[OH:20])[c:8]1[CH2:9][O:10][CH2:11][O:12][CH3:13].[Cl:33][CH2:34][Cl:35].[Na+:21].[Na+:22].[Na+:32].[O-:23][S:24]([O-:25])(=[S:26])=[O:27].[O-:28][C:29]([OH:30])=[O:31]>>[CH3:1][O:2][c:3]1[n:4][cH:5][cH:6][c:7]([C:14]([CH2:15][CH:16]=[O:17])([CH2:18][CH3:19])[OH:20])[c:8]1[CH2:9][O:10][CH2:11][O:12][CH3:13]. Reactants: BrCC1CCN(CC1)C=O (4-bromomethyl-1-piperidinecarboxaldehyde), [N+](=O)([O-])C=1NC=CN1 (2-nitroimidazole), [H-].[Na+] (NaH), oil. Solvent: CN(C=O)C (dimethylformamide), CN(C=O)C (dimethylformamide). Conditions: time 0.5 hour. The product is [N+](=O)([O-])C=1N(C=CN1)CC1CCN(CC1)C=O (4[(2-nitro-1H-imidazol-1-yl)methyl]-1-piperidinecarboxaldehyde). The yield is 25.3%. As a reaction SMILES: [N+:1]([C:4]1[NH:5][CH:6]=[CH:7][N:8]=1)([O-:3])=[O:2].[H-].[Na+].Br[CH2:12][CH:13]1[CH2:18][CH2:17][N:16]([CH:19]=[O:20])[CH2:15][CH2:14]1>CN(C)C=O>[N+:1]([C:4]1[N:5]([CH2:12][CH:13]2[CH2:18][CH2:17][N:16]([CH:19]=[O:20])[CH2:15][CH2:14]2)[CH:6]=[CH:7][N:8]=1)([O-:3])=[O:2] |f:1.2|. Procedure details: The mixture of 2-nitroimidazole (4.5 g, 40 mM) and 50% by weight NaH in mineral oil (1.92 g, 41 mM) in dimethylformamide (40 ml) was stirred at room temperature for 1/2 hr. A solution of 4-bromomethyl-1-piperidinecarboxaldehyde (8.3 g, 40 mM) in dimethylformamide (10 ml) was added to the above mixture and heated at 120° C. for 1/2 hr. After the reaction, solvent was removed in vacuo and water (50 ml) was added and the mixture was extracted with ethylacetate (2×75 ml). The extracts, dried over Na... The product is C(#N)C1=NC(=C(C(=O)NCCC(C)N2CCC(CC2)N(C(=O)NC)CC2=CSC=C2)C(=C1)C)C (6-cyano-2,4-dimethyl-N-{3-[4-(3-methyl-1-thiophen-3-ylmethyl-ureido)-piperidin-1-yl]-butyl}-nicotinamide). Yield: 80.1%. The reactants are NCCC(C)N1CCC(CC1)N(C(=O)NOC)CC1=CSC=C1 (1-[1-(3-Amino-1-methyl-propyl)-piperidin-4-yl]-3-methoxy-1-thiophen-3-ylmethyl-urea), C(#N)C1=NC(=C(C(=O)O)C(=C1)C)C (6-cyano-2,4-dimethyl-nicotinic acid), CCN(C(C)C)C(C)C (DIPEA), CCN=C=NCCCN(C)C (EDCI), C=1C=CC2=C(C1)N=NN2O (HOBt). Procedure: 1-[1-(3-Amino-1-methyl-propyl)-piperidin-4-yl]-3-methoxy-1-thiophen-3-ylmethyl-urea (0.150 g, 0.44 mmol), EDCI (0.093 g, 0.48 mmol) and HOBt (0.066 g, 0.48 mmol) were combined in DMF (8 ml) to give a pale yellow solution. To this solution was added 6-cyano-2,4-dimethyl-nicotinic acid (0.091 g, 0.48 mmol) followed by DIPEA (126 μL, 0.66 mmol) and the resulting mixture was stirred at 25° C. for 16 h. Standard workup according to general procedure E gave the crude product as a tan oil. Purification... Reaction conditions: temperature 25 celsius, time 16 hour. The solvent is CN(C)C=O (DMF). Reaction SMILES: [NH2:1][CH2:2][CH2:3][CH:4]([N:6]1[CH2:11][CH2:10][CH:9]([N:12]([CH2:18][C:19]2[CH:23]=[CH:22][S:21][CH:20]=2)[C:13]([NH:15]OC)=[O:14])[CH2:8][CH2:7]1)[CH3:5].[CH3:24]CN=C=NCCCN(C)C.C1C=CC2N(O)N=NC=2C=1.[C:45]([C:47]1[CH:55]=[C:54]([CH3:56])[C:50]([C:51](O)=[O:52])=[C:49]([CH3:57])[N:48]=1)#[N:46].CCN(C(C)C)C(C)C>CN(C=O)C>[C:45]([C:47]1[CH:55]=[C:54]([CH3:56])[C:50]([C:51]([NH:1][CH2:2][CH2:3][CH:4]([N:6]2[CH2:7][CH2:8][CH:9]([N:12]([CH2:18][C:19]3[CH:23]=[CH:22][S:21][CH:20]=3)[C:13]([NH:15][CH3:24])=[O:14])[CH2:10][CH2:11]2)[CH3:5])=[O:52])=[C:49]([CH3:57])[N:48]=1)#[N:46]. Product: C(C=C)OC(=O)N1[C@@H](C[C@@H](C1)SC=1[C@@H]([C@H]2N(C1C(=O)OCC=C)C([C@@H]2[C@@H](C)O)=O)C)C2C(NC(C2)=O)=O (allyl (1R,5S,6S)-2-[(2S,4S)-N-allyloxycarbonyl-2-(2,5-dioxopyrrolidin-3-yl)pyrrolidin-4-ylthio]-6-[(R)-1-hydroxyethyl]-1-methyl-1-carbapen-2-em-3-carboxylate). Procedure: The same procedure as in Example 8-1 was carried out by using allyl (1R,5S,6S)-2-diphenoxyphosphoryloxy-6-[(R)-1-hydroxyethyl]-1-methyl-1-carbapen-2-em-3-carboxylate (230 mg, 0.46 mmol) and (2S,4S)-N-allyloxycarbonyl-2-(2,5-dioxopyrrolidin-3-yl)-4-mercaptopyrrolidine (130 mg, 0.46 mmol, compound of Reference Example 9) to obtain allyl (1R,5S,6S)-2-[(2S,4S)-N-allyloxycarbonyl-2-(2,5-dioxopyrrolidin-3-yl)pyrrolidin-4-ylthio]-6-[(R)-1-hydroxyethyl]-1-methyl-1-carbapen-2-em-3-carboxylate (125 mg, yi... Isolated yield 50.9%. RXN SMILES: O(P(O[C:18]1[C@H:19]([CH3:35])[C@H:20]2[C@@H:30]([C@H:31]([OH:33])[CH3:32])[C:29](=[O:34])[N:21]2[C:22]=1[C:23]([O:25][CH2:26][CH:27]=[CH2:28])=[O:24])(OC1C=CC=CC=1)=O)C1C=CC=CC=1.[CH2:36]([O:39][C:40]([N:42]1[CH2:46][C@@H:45]([SH:47])[CH2:44][C@H:43]1[CH:48]1[CH2:52][C:51](=[O:53])[NH:50][C:49]1=[O:54])=[O:41])[CH:37]=[CH2:38]>>[CH2:36]([O:39][C:40]([N:42]1[CH2:46][C@@H:45]([S:47][C:18]2[C@H:19]([CH3:35])[C@@H:20]3[C@@H:30]([C@H:31]([OH:33])[CH3:32])[C:29](=[O:34])[N:21]3[C:22]=2[C:23]([O:25][CH2:26][CH:27]=[CH2:28])=[O:24])[CH2:44][C@H:43]1[CH:48]1[CH2:52][C:51](=[O:53])[NH:50][C:49]1=[O:54])=[O:41])[CH:37]=[CH2:38]. The reactants are O(C1=CC=CC=C1)P(=O)(OC1=CC=CC=C1)OC=1[C@@H]([C@@H]2N(C1C(=O)OCC=C)C([C@@H]2[C@@H](C)O)=O)C (allyl (1R,5S,6S)-2-diphenoxyphosphoryloxy-6-[(R)-1-hydroxyethyl]-1-methyl-1-carbapen-2-em-3-carboxylate), C(C=C)OC(=O)N1[C@@H](C[C@@H](C1)S)C1C(NC(C1)=O)=O ((2S,4S)-N-allyloxycarbonyl-2-(2,5-dioxopyrrolidin-3-yl)-4-mercaptopyrrolidine). Starting materials: COC(=O)C=1N=C(SC1)NS(=O)(=O)C (2-methanesulfonylamino-thiazole-4-carboxylic acid methyl ester). Run in [OH-].[Na+] (NaOH). Conditions: time 1 hour. Yields the product CS(=O)(=O)NC=1SC=C(N1)C(=O)O (2-methanesulfonylamino-thiazole-4-carboxylic acid). The yield is 75.7%. Reaction SMILES: C[O:2][C:3]([C:5]1[N:6]=[C:7]([NH:10][S:11]([CH3:14])(=[O:13])=[O:12])[S:8][CH:9]=1)=[O:4]>[OH-].[Na+]>[CH3:14][S:11]([NH:10][C:7]1[S:8][CH:9]=[C:5]([C:3]([OH:4])=[O:2])[N:6]=1)(=[O:12])=[O:13] |f:1.2|. Procedure: A mixture of 2-methanesulfonylamino-thiazole-4-carboxylic acid methyl ester (5.5 g, 22 mmol) in 1M NaOH(50 mL) was stirred at rt for 1 h. The reaction mixture was extracted with ethyl acetate, concentrated and chromatographed on silica gel (ethyl acetate/ethanol, 97:3) to provide 2-methanesulfonylamino-thiazole-4-carboxylic acid (3.7 g) as a solid. MS (ESI−) for C5H6N2O4S2 m/z 220.9 (M−H)−.